From a dataset of the Open Reaction Database (ORD), a public repository of structured organic reaction records. describe an organic reaction: reactants, conditions, products, and yield Reactants: O=C(OCC)C=1C=CC=C(F)C1F. Reagents/catalysts: O=C1C=CC=2C=CC=C(C3=CN=C(C=C3)C=4N=CC=CC4)C2N1, O1B(OC(C)(C)C1(C)C)B2OC(C)(C)C(O2)(C)C, [K].OC(C)(C)C, C[OH2+].C[OH2+].C1CC=CCCC=C1.C1CC=CCCC=C1.[Ir].[Ir]. Run in O1CCCC1. Reaction conditions: temperature 50 celsius, time 12 hour. Product: O=C(OCC)C1=CC=C(B2OC(C)(C)C(O2)(C)C)C(F)=C1F. Isolated yield 71.0%. The reactants are ClCCCS(=O)(=O)N1CCC(CC1)C1=NNC2=C(C=C(C=C12)C1=CC=CC=C1)C(=O)N (3-{1-[(3-chloropropyl)sulfonyl]-4-piperidinyl}-5-phenyl-1H-indazole-7-carboxamide), ClCCCS(=O)(=O)N1CCC(CC1)C1=NNC2=C(C=C(C=C12)C1=CC=CC=C1)C(=O)N (3-{1-[(3-chloropropyl)sulfonyl]-4-piperidinyl}-5-phenyl-1H-indazole-7-carboxamide), C(=O)([O-])[O-].[K+].[K+] (K2CO3), N1CCOCC1 (morpholine), [I-].[Na+] (sodium iodide). Run in C(C)#N (acetonitrile). Reaction conditions: temperature 60 celsius, time 1 minute. Yields the product N1(CCOCC1)CCCS(=O)(=O)N1CCC(CC1)C1=NNC2=C(C=C(C=C12)C1=CC=CC=C1)C(=O)N (3-(1-{[3-(4-morpholinyl)propyl]sulfonyl}-4-piperidinyl)-5-phenyl-1H-indazole-7-carboxamide). Yield: 16.2%. As a reaction SMILES: Cl[CH2:2][CH2:3][CH2:4][S:5]([N:8]1[CH2:13][CH2:12][CH:11]([C:14]2[C:22]3[C:17](=[C:18]([C:29]([NH2:31])=[O:30])[CH:19]=[C:20]([C:23]4[CH:28]=[CH:27][CH:26]=[CH:25][CH:24]=4)[CH:21]=3)[NH:16][N:15]=2)[CH2:10][CH2:9]1)(=[O:7])=[O:6].C([O-])([O-])=O.[K+].[K+].[NH:38]1[CH2:43][CH2:42][O:41][CH2:40][CH2:39]1.[I-].[Na+]>C(#N)C>[N:38]1([CH2:2][CH2:3][CH2:4][S:5]([N:8]2[CH2:13][CH2:12][CH:11]([C:14]3[C:22]4[C:17](=[C:18]([C:29]([NH2:31])=[O:30])[CH:19]=[C:20]([C:23]5[CH:28]=[CH:27][CH:26]=[CH:25][CH:24]=5)[CH:21]=4)[NH:16][N:15]=3)[CH2:10][CH2:9]2)(=[O:7])=[O:6])[CH2:43][CH2:42][O:41][CH2:40][CH2:39]1 |f:1.2.3,5.6|. Procedure details: To a solution of 3-{1-[(3-chloropropyl)sulfonyl]-4-piperidinyl}-5-phenyl-1H-indazole-7-carboxamide (Intermediate 22) (20 mg, 0.0435 mmol) in acetonitrile (1 mL) was added K2CO3 (27 mg, 0.174 mmol), morpholine (19 uL, 0.219 mmol) and sodium iodide (0.8 mg, 0.00435 mmol). The reaction mixture was heated to 60° C. for 14 hrs. The solution was filtered and concentrated. The residue was purified by using a Gilson semi-preparative HPLC system with a YMC ODS-A (C-18) column 50 mm by 20 mm ID, eluting w... Starting materials: ClCCl, CCN=C=NCCCN(C)C, Cc1ccccc1S(N)(=O)=O, CN(C)c1ccncc1, COc1cc(C(=O)O)ccc1Cn1ccc2ccc(CC(=O)NCC3CCCC3)cc21, Cl. Yields the product COc1cc(C(=O)NS(=O)(=O)c2ccccc2C)ccc1Cn1ccc2ccc(CC(=O)NCC3CCCC3)cc21. RXN SMILES: [CH2:64]([Cl:65])[Cl:66].[CH3:33][N:34]([CH3:35])[CH2:36][CH2:37][CH2:38][N:39]=[C:40]=[N:41][CH2:42][CH3:43].[CH3:44][c:45]1[c:46]([S:51](=[O:52])(=[O:53])[NH2:54])[cH:47][cH:48][cH:49][cH:50]1.[CH3:55][N:56]([CH3:57])[c:58]1[cH:59][cH:60][n:61][cH:62][cH:63]1.[CH:1]1([CH2:6][NH:7][C:8](=[O:9])[CH2:10][c:11]2[cH:12][cH:13][c:14]3[cH:15][cH:16][n:17]([CH2:20][c:21]4[c:22]([O:30][CH3:31])[cH:23][c:24]([C:25](=[O:26])[OH:27])[cH:28][cH:29]4)[c:18]3[cH:19]2)[CH2:2][CH2:3][CH2:4][CH2:5]1.[ClH:32]>>[CH:1]1([CH2:6][NH:7][C:8](=[O:9])[CH2:10][c:11]2[cH:12][cH:13][c:14]3[cH:15][cH:16][n:17]([CH2:20][c:21]4[c:22]([O:30][CH3:31])[cH:23][c:24]([C:25](=[O:26])[NH:54][S:51]([c:46]5[c:45]([CH3:44])[cH:50][cH:49][cH:48][cH:47]5)(=[O:52])=[O:53])[cH:28][cH:29]4)[c:18]3[cH:19]2)[CH2:2][CH2:3][CH2:4][CH2:5]1. Starting materials: CC1=CC(C)(C)Nc2cc(C(=O)NOC(C)(C)C)ccc21, CCOC(C)=O, CCO. Product: CC1CC(C)(C)Nc2cc(C(=O)NOC(C)(C)C)ccc21. RXN SMILES: [C:1]([CH3:2])([CH3:3])([CH3:4])[O:5][NH:6][C:7](=[O:8])[c:9]1[cH:10][cH:11][c:12]2[c:17]([cH:18]1)[NH:16][C:15]([CH3:19])([CH3:20])[CH:14]=[C:13]2[CH3:21].[C:25]([O:26][CH2:27][CH3:28])(=[O:29])[CH3:30].[CH2:22]([OH:23])[CH3:24]>>[C:1]([CH3:2])([CH3:3])([CH3:4])[O:5][NH:6][C:7](=[O:8])[c:9]1[cH:10][cH:11][c:12]2[c:17]([cH:18]1)[NH:16][C:15]([CH3:19])([CH3:20])[CH2:14][CH:13]2[CH3:21]. Procedure: 2,3-Dihydro-6-hydroxymethylimidazo[2,1-b]thiazole-1,1-dioxide (207 mg, 1.1 mmol) was dissolved in acetonitrile (minimum volume) and treated with manganese dioxide (621 mg, 3 wt. equivalents) and the mixture stirred vigorously at ambient temperature. After 1 h, more manganese dioxide (621 mg) was added and the mixture stirred for a further 18 h. The mixture was filtered through Celite, the filter bed washed with acetonitrile, the filtrate and washings combined and evaporated to dryness under redu... Reagents/catalysts: [O-2].[O-2].[Mn+4] (manganese dioxide), [O-2].[O-2].[Mn+4] (manganese dioxide). Reactants: OCC=1N=C2S(CCN2C1)(=O)=O (2,3-Dihydro-6-hydroxymethylimidazo[2,1-b]thiazole-1,1-dioxide). Conditions: time 1 hour. Product: S1(C=2N(CC1)C=C(N2)C=O)(=O)=O (2,3-Dihydroimidazo[2,1-b]thiazole-6-carboxaldehyde-1,1-dioxide). The solvent is C(C)#N (acetonitrile). Reaction SMILES: [OH:1][CH2:2][C:3]1[N:4]=[C:5]2[N:9]([CH:10]=1)[CH2:8][CH2:7][S:6]2(=[O:12])=[O:11]>C(#N)C.[O-2].[O-2].[Mn+4]>[S:6]1(=[O:12])(=[O:11])[CH2:7][CH2:8][N:9]2[CH:10]=[C:3]([CH:2]=[O:1])[N:4]=[C:5]12 |f:2.3.4|. Reactants: ClC1=CC(=CC2=C1OC1=C2C(NCC1)CO)S(=O)(=O)C1=CC=CC=C1 ((6-chloro-8-(phenylsulfonyl)-1,2,3,4-tetrahydrobenzofuro[3,2-c]pyridin-1-yl)methanol), hydrochloride salt, Cl (HCl). Run in CO (methanol), CO (methanol). Product: Cl.ClC1=CC(=CC2=C1OC1=C2C(NCC1)CO)S(=O)(=O)C1=CC=CC=C1 ((6-chloro-8-(phenylsulfonyl)-1,2,3,4-tetrahydrobenzofuro[3,2-c]pyridin-1-yl)methanol hydrochloride). Isolated yield 42.2%. As a reaction SMILES: [Cl:1][C:2]1[C:7]2[O:8][C:9]3[CH2:14][CH2:13][NH:12][CH:11]([CH2:15][OH:16])[C:10]=3[C:6]=2[CH:5]=[C:4]([S:17]([C:20]2[CH:25]=[CH:24][CH:23]=[CH:22][CH:21]=2)(=[O:19])=[O:18])[CH:3]=1.Cl>CO>[ClH:1].[Cl:1][C:2]1[C:7]2[O:8][C:9]3[CH2:14][CH2:13][NH:12][CH:11]([CH2:15][OH:16])[C:10]=3[C:6]=2[CH:5]=[C:4]([S:17]([C:20]2[CH:25]=[CH:24][CH:23]=[CH:22][CH:21]=2)(=[O:19])=[O:18])[CH:3]=1 |f:3.4|. Procedure: The product of step E (30 mg, 0.08 mmol) was converted to the hydrochloride salt by dissolving in methanol and treating with 1.25 M HCl in methanol. The reaction solution was concentrated in vacuo to afford (6-chloro-8-(phenylsulfonyl)-1,2,3,4-tetrahydrobenzofuro[3,2-c]pyridin-1-yl)methanol hydrochloride (7 mg, 70%, AUC HPLC 98.5%) as a white solid: mp 185-187° C.; 1H NMR (DMSO-d6, 400 MHz) δ 9.75 (br s, 2H), 8.38 (d, J=2.0 Hz, 1H), 8.06-8.03 (m, 3H), 7.71-7.63 (m, 3H), 5.61 (t, J=4.8 Hz, 1H), 4... The reactants are COC(=O)C1=C(O)c2ccc(C)cc2S(=O)(=O)N1C, Cc1cnc(N)s1, Cc1ccccc1C. Yields the product Cc1ccc2c(c1)S(=O)(=O)N(C)C(C(=O)Nc1ncc(C)s1)=C2O. As a reaction SMILES: [CH3:1][N:2]1[S:3](=[O:18])(=[O:19])[c:4]2[c:5]([cH:13][cH:14][c:15]([CH3:17])[cH:16]2)[C:6]([OH:12])=[C:7]1[C:8]([O:10][CH3:9])=[O:11].[NH2:20][c:21]1[s:22][c:23]([CH3:26])[cH:24][n:25]1.[c:27]1([CH3:28])[c:29]([CH3:30])[cH:31][cH:32][cH:33][cH:34]1>>[CH3:1][N:2]1[S:3](=[O:18])(=[O:19])[c:4]2[c:5]([cH:13][cH:14][c:15]([CH3:17])[cH:16]2)[C:6]([OH:12])=[C:7]1[C:8](=[O:10])[NH:20][c:21]1[s:22][c:23]([CH3:26])[cH:24][n:25]1. The reactants are C(C)C1OC2(CC1=O)CCN(CC2)C (2-ethyl-8-methyl-1-oxa-8-azaspiro[4.5]decan-3-one), aqueous solution, [OH-].[Na+] (caustic soda), SCCO (2-mercaptoethanol). Run in ClCCl (dichloromethane). Reaction conditions: time 16 hour. Product: N (ammonia), C(C)C1OC2(CC13SCCO3)CCN(CC2)C (14-ethyl-10-methyl-1,13-dioxa-4-thia-10-azadispiro[4,1,5,2]tetradecane). RXN SMILES: [CH2:1]([CH:3]1[C:7](=[O:8])[CH2:6][C:5]2([CH2:13][CH2:12][N:11]([CH3:14])[CH2:10][CH2:9]2)[O:4]1)[CH3:2].[SH:15][CH2:16][CH2:17]O.[OH-].[Na+]>ClCCl>[NH3:11].[CH2:1]([CH:3]1[C:7]2([O:8][CH2:17][CH2:16][S:15]2)[CH2:6][C:5]2([CH2:9][CH2:10][N:11]([CH3:14])[CH2:12][CH2:13]2)[O:4]1)[CH3:2] |f:2.3|. Procedure details: A solution (32 ml) of 0.53 g 2-ethyl-8-methyl-1-oxa-8-azaspiro[4.5]decan-3-one in dichloromethane was cooled in ice, 384 μl 2-mercaptoethanol and 2.05 ml boron trifluoride/ether complex were added in that order in an argon atmosphere, and the mixture was stirred at room temperature for 16 hours. The reaction mixture was poured into 23 ml of 20% aqueous solution of caustic soda, stirring was continued for about 15 minutes, and the two separate layers were collected. The aqueous layer was extracte... Starting materials: FC(C=1C=C(N)C=C(C1)C(F)(F)F)(F)F (3,5-bis-(trifluoromethyl)-aniline), C(C(=C)CC(=O)O)(=O)O (itaconic acid). The solvent is O (water), O (water). Run at temperature 20 celsius. Product: FC(C=1C=C(C=C(C1)C(F)(F)F)N1C(CC(C1)C(=O)O)=O)(F)F (1-(3,5-bis-trifluoromethylphenyl)-2-oxo-pyrrolidine-4-carboxylic acid). Isolated yield 70.9%. RXN SMILES: [F:1][C:2]([F:15])([F:14])[C:3]1[CH:4]=[C:5]([CH:7]=[C:8]([C:10]([F:13])([F:12])[F:11])[CH:9]=1)[NH2:6].[C:16]([OH:24])(=[O:23])[C:17]([CH2:19][C:20](O)=[O:21])=[CH2:18]>O>[F:1][C:2]([F:14])([F:15])[C:3]1[CH:4]=[C:5]([N:6]2[CH2:18][CH:17]([C:16]([OH:24])=[O:23])[CH2:19][C:20]2=[O:21])[CH:7]=[C:8]([C:10]([F:11])([F:12])[F:13])[CH:9]=1. Procedure details: 229 g (1 mole) of 3,5-bis-(trifluoromethyl)-aniline and 136.5 g (1.05 moles) of itaconic acid are stirred in 55 ml of water during 24 hours at 200° C in an autoclave. The reaction mixture is subsequently cooled to 20° C and 2 liters of cold water are added. Two liters of water are then evaporated, and the reaction mixture is again cooled to 20° C. The crystals that have precipitated are filtered off, dried, dissolved in 400 ml of diethyl ether and precipitated with 600 ml of n-hexane. There is o...